This data is from the Open Reaction Database (ORD), a public repository of structured organic reaction records. The task is: describe an organic reaction: reactants, conditions, products, and yield Starting materials: C(C)(C)(C)OC(=O)N1C(C=2C=C(C3=C(C2C1)O[C@]12[C@](C3)([C@H](CC[C@H]1C(C=CC2)(C)C)C)C)O[Si](C)(C)C(C)(C)C)=O ((6aR,7S,9aS,13aS)-2-(t-butoxycarbonyl)-5-(t-butyldimethylsilyloxy)-2,3,6,6a,7,8,9,9a,10,13-decahydro-6a,7,10,10-tetramethyl-3-oxo-1H-benzo[8,8a][1]benzopyrano[2,3-e]isoindole), C1(=CC=CC=C1)OC (anisole), FC(C(=O)O)(F)F (trifluoroacetic acid), C(O)([O-])=O.[Na+] (sodium hydrogen carbonate). The solvent is ClCCl (dichloromethane). Conditions: time 4 hour. Yields the product [Si](C)(C)(C(C)(C)C)OC=1C2=C(C=3CNC(C3C1)=O)O[C@]13[C@](C2)([C@H](CC[C@H]1C(C=CC3)(C)C)C)C ((6aR,7S,9aS,13aS)-5-(t-butyldimethylsilyloxy)-2,3,6,6a,7,8,9,9a,10,13-decahydro-6a,7,10,10-tetramethyl-3-oxo-1H-benzo[8,8a][1]benzopyrano[2,3-e]isoindole). Isolated yield 97.6%. As a reaction SMILES: C(OC([N:8]1[CH2:16][C:15]2[C:14]3[O:17][C@@:18]45[CH2:28][CH:27]=[CH:26][C:25]([CH3:30])([CH3:29])[C@@H:24]4[CH2:23][CH2:22][C@H:21]([CH3:31])[C@@:19]5([CH3:32])[CH2:20][C:13]=3[C:12]([O:33][Si:34]([C:37]([CH3:40])([CH3:39])[CH3:38])([CH3:36])[CH3:35])=[CH:11][C:10]=2[C:9]1=[O:41])=O)(C)(C)C.C1(OC)C=CC=CC=1.FC(F)(F)C(O)=O.C(=O)([O-])O.[Na+]>ClCCl>[Si:34]([O:33][C:12]1[C:13]2[CH2:20][C@:19]3([CH3:32])[C@@H:21]([CH3:31])[CH2:22][CH2:23][C@H:24]4[C:25]([CH3:30])([CH3:29])[CH:26]=[CH:27][CH2:28][C@@:18]34[O:17][C:14]=2[C:15]2[CH2:16][NH:8][C:9](=[O:41])[C:10]=2[CH:11]=1)([C:37]([CH3:40])([CH3:38])[CH3:39])([CH3:36])[CH3:35] |f:3.4|. Procedure: To a solution of Compound (40b) (115 mg, 0.20 mmol) in 10 ml of dry dichloromethane were added 50 μl (0.46 mmol) of anisole and 32 μl (0.42 mmol) of trifluoroacetic acid under ice-cooling, and the mixture stirred for 4 hours at room temperature and allowed to stand over night. To the reaction mixture was added an aqueous saturated sodium hydrogen carbonate solution under ice-cooling, followed by extraction with ethyl acetate. The extract was washed with water and saturated brine, dried over anhy...